This data is from the Open Reaction Database (ORD), a public repository of structured organic reaction records. The task is: describe an organic reaction: reactants, conditions, products, and yield The reactants are C(#N)N=C(OC(C)C)C=1C=NC=CC1 (Isopropyl N-cyano-3-pyridinecarboximidate), COC1=C(C=CC=C1)CCN (2-(2-methoxyphenyl)ethylamine). The solvent is CO (methanol). Reaction conditions: time 6 hour. Yields the product C(#N)NC(=NCCC1=C(C=CC=C1)OC)C=1C=NC=CC1 (N-cyano-N'-[2-(2-methoxyphenyl)ethyl]-3-pyridinecarboximidamide). The yield is 69.2%. RXN SMILES: [C:1]([N:3]=[C:4]([C:9]1[CH:10]=[N:11][CH:12]=[CH:13][CH:14]=1)OC(C)C)#[N:2].[CH3:15][O:16][C:17]1[CH:22]=[CH:21][CH:20]=[CH:19][C:18]=1[CH2:23][CH2:24][NH2:25]>CO>[C:1]([NH:3][C:4]([C:9]1[CH:10]=[N:11][CH:12]=[CH:13][CH:14]=1)=[N:25][CH2:24][CH2:23][C:18]1[CH:19]=[CH:20][CH:21]=[CH:22][C:17]=1[O:16][CH3:15])#[N:2]. Procedure: Isopropyl N-cyano-3-pyridinecarboximidate (0.50 g, 2.6 mmol) was dissolved in methanol (10 ml), and 2-(2-methoxyphenyl)ethylamine (0.44 g, 2.9 mmol) was added. The mixture was stirred at room temperature for 6 hours. After the reaction was completed, the reaction solution was concentrated under reduced pressure, and the residue thus obtained was subjected to chromatography on a silica gel column (WAKO GEL C-200, 30 g) eluting with chloroform-methanol (100:1). The eluted fractions were concentrat...